Dataset: the Open Reaction Database (ORD), a public repository of structured organic reaction records. Task: describe an organic reaction: reactants, conditions, products, and yield Starting materials: C(C)(C)OC(N[C@H]1CC2=C(N(C=3C=CC(=CC23)C#N)CC2=NC=CN=C2Cl)C1)=O ((S)-[4-(3-chloro-pyrazin-2-ylmethyl)-7-cyano-1,2,3,4-tetrahydro-cyclopenta[b]indol-2-yl]-carbamic acid isopropyl ester), CN1CCCC1=O (NMP), three. Conditions: temperature 0 celsius. Product: C(C)(C)OC(N[C@H]1CC2=C(N(C=3C=CC(=CC23)C#N)CC2=NC=CN=C2N)C1)=O ((S)-[4-(3-Amino-pyrazin-2-ylmethyl)-7-cyano-1,2,3,4-tetrahydro-cyclopenta[b]indol-2-yl]-carbamic acid isopropyl ester). Isolated yield 18.0%. RXN SMILES: [CH:1]([O:4][C:5](=[O:29])[NH:6][C@@H:7]1[CH2:28][C:10]2[N:11]([CH2:20][C:21]3[C:26](Cl)=[N:25][CH:24]=[CH:23][N:22]=3)[C:12]3[CH:13]=[CH:14][C:15]([C:18]#[N:19])=[CH:16][C:17]=3[C:9]=2[CH2:8]1)([CH3:3])[CH3:2].C[N:31]1C(=O)CCC1>>[CH:1]([O:4][C:5](=[O:29])[NH:6][C@@H:7]1[CH2:28][C:10]2[N:11]([CH2:20][C:21]3[C:26]([NH2:31])=[N:25][CH:24]=[CH:23][N:22]=3)[C:12]3[CH:13]=[CH:14][C:15]([C:18]#[N:19])=[CH:16][C:17]=3[C:9]=2[CH2:8]1)([CH3:3])[CH3:2]. Procedure: Dissolve (S)-[4-(3-chloro-pyrazin-2-ylmethyl)-7-cyano-1,2,3,4-tetrahydro-cyclopenta[b]indol-2-yl]-carbamic acid isopropyl ester (8.89 g, 21.7 mmol) in NMP (36 mL) and distribute the mixture evenly between three 10-20 mL microwave reactor vials. Cool each reaction vessel to 0° C. and sparge with anhydrous NH3 for 15 min. Seal each vessel and heat to 200° C. for 1 h in a microwave reactor. Combine the reaction mixtures together in water (500 mL) and sonicate for 20 min. Filter off a tan solid, the...